Task: describe an organic reaction: reactants, conditions, products, and yield. Dataset: the Open Reaction Database (ORD), a public repository of structured organic reaction records Starting materials: CO, O=C(NC1CCN(Cc2ccccc2)C1)C(O)(c1ccccc1)C1CCCC1. Yields the product O=C(NC1CCNC1)C(O)(c1ccccc1)C1CCCC1. As a reaction SMILES: [CH3:29][OH:30].[CH:1]1([C:6]([C:7](=[O:8])[NH:9][CH:10]2[CH2:11][N:12]([CH2:15][c:16]3[cH:17][cH:18][cH:19][cH:20][cH:21]3)[CH2:13][CH2:14]2)([c:22]2[cH:23][cH:24][cH:25][cH:26][cH:27]2)[OH:28])[CH2:2][CH2:3][CH2:4][CH2:5]1>>[CH:1]1([C:6]([C:7](=[O:8])[NH:9][CH:10]2[CH2:11][NH:12][CH2:13][CH2:14]2)([c:22]2[cH:23][cH:24][cH:25][cH:26][cH:27]2)[OH:28])[CH2:2][CH2:3][CH2:4][CH2:5]1. Reactants: C1=2C=3CCCC3SC2N=CC=C1O (7-thia-9-azatricyclo[6.4.0.0^[2,6]]dodeca-1(8),2(6),9,11-tetraen-12-ol), P(=O)(Cl)(Cl)Cl (phosphoroyl trichloride). The solvent is O1CCOCC1 (1,4-dioxane). Conditions: temperature 90 celsius, time 2 hour. Product: ClC1=CC=NC=2SC=3CCCC3C12 (12-chloro-7-thia-9-azatricyclo[6.4.0.0^[2,6]]dodeca-1(8),2(6),9,11-tetraene). The yield is 81.7%. Reaction SMILES: [C:1]12[C:12](O)=[CH:11][CH:10]=[N:9][C:8]=1[S:7][C:6]1[CH2:5][CH2:4][CH2:3][C:2]2=1.P(Cl)(Cl)([Cl:16])=O>O1CCOCC1>[Cl:16][C:12]1[C:1]2[C:2]3[CH2:3][CH2:4][CH2:5][C:6]=3[S:7][C:8]=2[N:9]=[CH:10][CH:11]=1. Reported procedure: To a solution of 7-thia-9-azatricyclo[6.4.0.0^[2,6]]dodeca-1(8),2(6),9,11-tetraen-12-ol (280 mg, 1.46 mmol, 1.00 equiv) in 1,4-dioxane (10 mL) was added phosphoroyl trichloride (1.12 g, 7.30 mmol, 5.00 equiv) at room temperature under nitrogen. The resulting solution was stirred for 2 h at 90° C. in an oil bath and concentrated under reduced pressure. The pH value of the solution was adjusted to 8 with saturated aqueous sodium bicarbonate and extracted with 3×30 mL of ethyl acetate. The combined... Starting materials: O=Cc1nc2ccccc2cc1Br, [BH3-]C#N, CCN, CC(=O)O, CO, [Na+], [Na+], O=C([O-])O. Product: CCNCc1nc2ccccc2cc1Br. RXN SMILES: [Br:1][c:2]1[c:3]([CH:12]=[O:13])[n:4][c:5]2[cH:6][cH:7][cH:8][cH:9][c:10]2[cH:11]1.[C:21]([BH3-:22])#[N:23].[CH3:14][CH2:15][NH2:16].[CH3:17][C:18](=[O:19])[OH:20].[CH3:30][OH:31].[Na+:24].[Na+:29].[O-:25][C:26]([OH:27])=[O:28]>>[Br:1][c:2]1[c:3]([CH2:12][NH:16][CH2:15][CH3:14])[n:4][c:5]2[cH:6][cH:7][cH:8][cH:9][c:10]2[cH:11]1.